Dataset: the Open Reaction Database (ORD), a public repository of structured organic reaction records. Task: describe an organic reaction: reactants, conditions, products, and yield Yields the product O=C(NC1Cc2ccccc2CC1O)c1ccccc1. Reactants: O=C(Cl)c1ccccc1, Cl, NC1Cc2ccccc2CC1O, O, c1ccccc1. Reaction SMILES: [C:14]([c:15]1[cH:16][cH:17][cH:18][cH:19][cH:20]1)(=[O:21])[Cl:22].[ClH:13].[NH2:1][CH:2]1[CH:3]([OH:12])[CH2:4][c:5]2[cH:6][cH:7][cH:8][cH:9][c:10]2[CH2:11]1.[OH2:23].[cH:24]1[cH:25][cH:26][cH:27][cH:28][cH:29]1>>[NH:1]([CH:2]1[CH:3]([OH:12])[CH2:4][c:5]2[cH:6][cH:7][cH:8][cH:9][c:10]2[CH2:11]1)[C:14]([c:15]1[cH:16][cH:17][cH:18][cH:19][cH:20]1)=[O:21]. The reactants are COC=1C=C(C=C(C1OC)OC)C1=NC=CC(=C1)CN1CCC(CC1)=O ([2-(3,4,5-Trimethoxyphenyl)pyridin-4-yl]methyl-4-piperidone), C(C1=CC=CC=C1)N (benzylamine). Procedure details: 1-[[2-(3,4,5-Trimethoxyphenyl)pyridin-4-yl]methyl-4-piperidone (1.40 g) and benzylamine (0.51 g) was condensed in the same manner as described in Preparation Example 37 to give the title compound as yellow amorphous. As a reaction SMILES: [CH3:1][O:2][C:3]1[CH:4]=[C:5]([C:13]2[CH:18]=[C:17]([CH2:19][N:20]3[CH2:25][CH2:24][C:23](=O)[CH2:22][CH2:21]3)[CH:16]=[CH:15][N:14]=2)[CH:6]=[C:7]([O:11][CH3:12])[C:8]=1[O:9][CH3:10].[CH2:27]([NH2:34])[C:28]1[CH:33]=[CH:32][CH:31]=[CH:30][CH:29]=1>>[CH2:27]([NH:34][CH:23]1[CH2:24][CH2:25][N:20]([CH2:19][C:17]2[CH:16]=[CH:15][N:14]=[C:13]([C:5]3[CH:4]=[C:3]([O:2][CH3:1])[C:8]([O:9][CH3:10])=[C:7]([O:11][CH3:12])[CH:6]=3)[CH:18]=2)[CH2:21][CH2:22]1)[C:28]1[CH:33]=[CH:32][CH:31]=[CH:30][CH:29]=1. The product is C(C1=CC=CC=C1)NC1CCN(CC1)CC1=CC(=NC=C1)C1=CC(=C(C(=C1)OC)OC)OC (4-Benzylamino-1-[[2-(3,4,5-trimethoxyphenyl)pyridin-4-yl]-methyl]piperidine). Yields the product ClC1=CC2=C(NC(=N2)[C@H](C)NC(C2=CC(=C(C=C2)CN2C(CCC2)=O)OC)=O)C=C1 (N-[(1S)-1-(5-chloro-1H-benzimidazol-2-yl)ethyl]-3-methoxy-4-(2-oxopyrrolidin-1-ylmethyl)benzamide). Reported procedure: Prepared analogously to Example 1g from 3-methoxy-4-(2-oxopyrrolidin-1-ylmethyl)benzoic acid, TBTU, diisopropylethylamine and (1S)-1-(5-chloro-1H-benzimidazol-2-yl)ethylamine in tetrahydrofuran. Yield: 59%; Rf value: 0.41 (silica gel; dichloromethane/ethanol=9:1); C22H23ClN4O3 (426.9); mass spectrum: (M+H)+=427/429 (chlorine isotope) and (M−H)-=425/427 (chlorine isotope). The yield is 59.0%. Starting materials: COC=1C=C(C(=O)O)C=CC1CN1C(CCC1)=O (3-methoxy-4-(2-oxopyrrolidin-1-ylmethyl)benzoic acid), CN(C)C(=[N+](C)C)ON1C2=C(C=CC=C2)N=N1.[B-](F)(F)(F)F (TBTU), C(C)(C)N(CC)C(C)C (diisopropylethylamine), ClC1=CC2=C(NC(=N2)[C@H](C)N)C=C1 ((1S)-1-(5-chloro-1H-benzimidazol-2-yl)ethylamine), ClCl (chlorine), C22H23ClN4O3, ClCl (chlorine). RXN SMILES: [CH3:1][O:2][C:3]1[CH:4]=[C:5]([CH:9]=[CH:10][C:11]=1[CH2:12][N:13]1[CH2:17][CH2:16][CH2:15][C:14]1=[O:18])[C:6]([OH:8])=O.CN(C(ON1N=NC2C=CC=CC1=2)=[N+](C)C)C.[B-](F)(F)(F)F.C(N(C(C)C)CC)(C)C.[Cl:50][C:51]1[CH:62]=[CH:61][C:54]2[NH:55][C:56]([C@@H:58]([NH2:60])[CH3:59])=[N:57][C:53]=2[CH:52]=1.ClCl>O1CCCC1.ClCCl.C(O)C>[Cl:50][C:51]1[CH:62]=[CH:61][C:54]2[NH:55][C:56]([C@@H:58]([NH:60][C:6](=[O:8])[C:5]3[CH:9]=[CH:10][C:11]([CH2:12][N:13]4[CH2:17][CH2:16][CH2:15][C:14]4=[O:18])=[C:3]([O:2][CH3:1])[CH:4]=3)[CH3:59])=[N:57][C:53]=2[CH:52]=1 |f:1.2,7.8|. Run in O1CCCC1 (tetrahydrofuran), ClCCl.C(C)O (dichloromethane ethanol). The reactants are O.[OH-].[Li+] (lithium hydroxide hydrate), C(C)OC(CCN(CCCN1C(CCC1)=O)C(CN(C)C(CC1=CC(=C(C=C1)NC(=O)NC1=C(C=CC=C1)C)OC)=O)=O)=O (3-{[({[3-methoxy-4-(3-o-tolylureido)phenyl]-acetyl}-N-methylamino)-acetyl]-[3-(2-oxo-pyrrolidin-1-yl)-prop-1-yl]-amino}-propionic acid ethyl ester). Run in O (water), O1CCCC1 (tetrahydrofuran). Reaction conditions: time 2 hour. Product: COC=1C=C(C=CC1NC(=O)NC1=C(C=CC=C1)C)CC(=O)N(C)CC(=O)N(CCC(=O)O)CCCN1C(CCC1)=O (3-{[({[3-methoxy-4-(3-o-tolylureido)phenyl]-acetyl}-N-methylamino)-acetyl]-[3-(2-oxo-pyrrolidin-1-yl)-prop-1-yl]-amino}-propionic acid), Compound A. RXN SMILES: C([O:3][C:4](=[O:44])[CH2:5][CH2:6][N:7]([C:17](=[O:43])[CH2:18][N:19]([C:21](=[O:42])[CH2:22][C:23]1[CH:28]=[CH:27][C:26]([NH:29][C:30]([NH:32][C:33]2[CH:38]=[CH:37][CH:36]=[CH:35][C:34]=2[CH3:39])=[O:31])=[C:25]([O:40][CH3:41])[CH:24]=1)[CH3:20])[CH2:8][CH2:9][CH2:10][N:11]1[CH2:15][CH2:14][CH2:13][C:12]1=[O:16])C.O.[OH-].[Li+]>O1CCCC1.O>[CH3:41][O:40][C:25]1[CH:24]=[C:23]([CH2:22][C:21]([N:19]([CH2:18][C:17]([N:7]([CH2:8][CH2:9][CH2:10][N:11]2[CH2:15][CH2:14][CH2:13][C:12]2=[O:16])[CH2:6][CH2:5][C:4]([OH:44])=[O:3])=[O:43])[CH3:20])=[O:42])[CH:28]=[CH:27][C:26]=1[NH:29][C:30]([NH:32][C:33]1[CH:38]=[CH:37][CH:36]=[CH:35][C:34]=1[CH3:39])=[O:31] |f:1.2.3|. Reported procedure: A solution of ({[3-methoxy-4-(3-o-tolylureido)phenyl]-acetyl}-N-methylamino)-acetic acid [0.80 g, Reference Example 1] and 3-[3-(2-oxo-pyrrolidin-1-yl)-prop-l1ylamino]-propionic acid ethyl ester (0.51 g, Reference Example 2(c)] in dimethylformamide (25 ml) was treated with [O-(7-azabenzotriazol-1-yl)-1,1,3,3,-tetramethyluronium hexafluorophosphate (0.80 g) and diisopropylethylamine (0.75 ml). After stirring at room temperature for 2 hours the reaction mixture was treated with water (100 ml) then... Starting materials: S(=O)(=O)(C1=CC=C(C)C=C1)Cl (tosyl chloride), N[C@H](C(C)C)C(=O)O (D-valine). Run in C(C)OCC (diethyl ether), [OH-].[Na+] (NaOH). Reaction conditions: time 4 hour. Yields the product S(=O)(=O)(C1=CC=C(C)C=C1)N[C@H](C(C)C)C(=O)O (N-Tosyl-D-valine). Reaction SMILES: [S:1](Cl)([C:4]1[CH:10]=[CH:9][C:7]([CH3:8])=[CH:6][CH:5]=1)(=[O:3])=[O:2].[NH2:12][C@@H:13]([C:17]([OH:19])=[O:18])[CH:14]([CH3:16])[CH3:15]>C(OCC)C.[OH-].[Na+]>[S:1]([NH:12][C@@H:13]([C:17]([OH:19])=[O:18])[CH:14]([CH3:16])[CH3:15])([C:4]1[CH:10]=[CH:9][C:7]([CH3:8])=[CH:6][CH:5]=1)(=[O:3])=[O:2] |f:3.4|. Procedure details: A solution of tosyl chloride (20 g, 0.1 mol) in diethyl ether (100 ml) was added in drops at room temperature to a solution of D-valine (11.7 g, 0.1 mol) in 200 ml of 1N NaOH, and the two-phase mixture was stirred vigorously for 4 hours. Then, the diethyl ether phase was separated, the aqueous phase was washed twice more with diethyl ether and acidified at 0° C. by adding concentrated HCl. After 30 minutes, it was suctioned off, liberally rewashed with ice water and dried for several hours at 0.... Reactants: COC=1C=C2C(=CC=NC2=CC1OC)O (6,7-dimethoxyquinolin-4-ol), FC1=CC=C(C=C1)[N+](=O)[O-] (4-fluoro-nitrobenzene). The product is COC=1C=C2C(=CC=NC2=CC1OC)OC1=CC=C(N)C=C1 (4-((6,7-dimethoxyquinolin-4-yl)oxy)aniline). RXN SMILES: [CH3:1][O:2][C:3]1[CH:4]=[C:5]2[C:10](=[CH:11][C:12]=1[O:13][CH3:14])[N:9]=[CH:8][CH:7]=[C:6]2[OH:15].F[C:17]1[CH:22]=[CH:21][C:20]([N+:23]([O-])=O)=[CH:19][CH:18]=1>>[CH3:1][O:2][C:3]1[CH:4]=[C:5]2[C:10](=[CH:11][C:12]=1[O:13][CH3:14])[N:9]=[CH:8][CH:7]=[C:6]2[O:15][C:17]1[CH:22]=[CH:21][C:20]([NH2:23])=[CH:19][CH:18]=1. Procedure details: L1 was prepared from 6,7-dimethoxyquinolin-4-ol and 4-fluoro-nitrobenzene following the general procedure reported in Preparative Example 1 Step 1-2. 1H NMR (400 MHz, d6-DMSO, 300K) δ 3.91 (s, 3H), 3.92 (s, 3H), 5.16 (br s, 2H), 6.36 (d, J=5.3 Hz, 1H), 6.65 (d, J=8.8 Hz, 2H), 6.91 (d, J=8.8 Hz, 2H), 7.34 (s, 1H), 7.49 (s, 1H), 8.41 (d, J=5.3 Hz, 1H). MS (ES) C17H16N2O3 requires: 296. Found: 297 (M+H)+. Starting materials: [Na] (sodium), [Na] (sodium), C(C)OC(=O)NN=C(COC(C)=O)C1=CC2=C(O1)C=CC=C2 (acetoxymethyl 2-benzo[b]furyl ketone ethoxycarbonylhydrazone), C(C)(=O)O (acetic acid). Solvent: C(C)O (ethanol), O (water), C(C)O (ethanol), C(C)O (ethanol). Conditions: time 2 day. Product: O1C2=C(C=C1C1=NNC(OC1)=O)C=CC=C2 (5-(2-benzo[b]furyl)-3H,6H-1,3,4-oxadiazin-2-one). RXN SMILES: [Na].C(OC([NH:7][N:8]=[C:9]([C:15]1[O:19][C:18]2[CH:20]=[CH:21][CH:22]=[CH:23][C:17]=2[CH:16]=1)[CH2:10][O:11][C:12](=[O:14])C)=O)C.C(O)(=O)C>C(O)C.O>[O:19]1[C:15]([C:9]2[CH2:10][O:11][C:12](=[O:14])[NH:7][N:8]=2)=[CH:16][C:17]2[CH:23]=[CH:22][CH:21]=[CH:20][C:18]1=2 |^1:0|. Procedure details: A solution of sodium (0.45 g.) in ethanol (30 ml.) was added to a stirred solution of acetoxymethyl 2-benzo[b]furyl ketone ethoxycarbonylhydrazone (5.48 g.) in ethanol (30 ml.) and the mixture was stirred at laboratory temperature for 2 days. Further sodium (0.45 g.) in ethanol (30 ml.) was added and the mixture was stirred at laboratory temperature for a further 30 hours, diluted with water (300 ml.), adjusted to pH 5 with acetic acid and extracted with 100 ml. and then 50 ml. of ethyl acetate.... Starting materials: Oc1ccc(C2CCCC2)cc1, COC(Cc1ccc(OCCCO)cc1)C(=O)O. Yields the product COC(Cc1ccc(OCCCOc2ccc(C3CCCC3)cc2)cc1)C(=O)O. As a reaction SMILES: [CH:19]1([c:24]2[cH:25][cH:26][c:27]([OH:30])[cH:28][cH:29]2)[CH2:20][CH2:21][CH2:22][CH2:23]1.[OH:1][CH2:2][CH2:3][CH2:4][O:5][c:6]1[cH:7][cH:8][c:9]([CH2:12][CH:13]([C:14](=[O:15])[OH:16])[O:17][CH3:18])[cH:10][cH:11]1>>[O:1]([CH2:2][CH2:3][CH2:4][O:5][c:6]1[cH:7][cH:8][c:9]([CH2:12][CH:13]([C:14](=[O:15])[OH:16])[O:17][CH3:18])[cH:10][cH:11]1)[c:27]1[cH:26][cH:25][c:24]([CH:19]2[CH2:20][CH2:21][CH2:22][CH2:23]2)[cH:29][cH:28]1.